Dataset: the Open Reaction Database (ORD), a public repository of structured organic reaction records. Task: describe an organic reaction: reactants, conditions, products, and yield Reactants: Cl.COC([C@@H](N)CC1=CC=C(C=C1)OCC1=C(C=CC=C1Cl)Cl)=O (O-(2,6-dichlorobenzyl)-L-tyrosine methyl ester hydrochloride), CC=1NC(=C(C1C(=O)O)C(C)=O)C (2,5-dimethyl-4-acetyl-pyrrole-3-carboxylic acid). Yields the product ClC1=C(COC2=CC=C(C[C@H](NC3=C(NC(=C3C(C)=O)C)C)C(=O)O)C=C2)C(=CC=C1)Cl (O-(2,6-dichlorobenzyl)-N-(4-acetyl-2,5-dimethyl-3-pyrrolyl)-L-tyrosine), solid. As a reaction SMILES: Cl.C[O:3][C:4](=[O:24])[C@H:5]([CH2:7][C:8]1[CH:13]=[CH:12][C:11]([O:14][CH2:15][C:16]2[C:21]([Cl:22])=[CH:20][CH:19]=[CH:18][C:17]=2[Cl:23])=[CH:10][CH:9]=1)[NH2:6].[CH3:25][C:26]1[NH:27][C:28]([CH3:37])=[C:29]([C:34](=[O:36])[CH3:35])[C:30]=1C(O)=O>>[Cl:23][C:17]1[CH:18]=[CH:19][CH:20]=[C:21]([Cl:22])[C:16]=1[CH2:15][O:14][C:11]1[CH:12]=[CH:13][C:8]([CH2:7][C@@H:5]([C:4]([OH:3])=[O:24])[NH:6][C:30]2[C:29]([C:34](=[O:36])[CH3:35])=[C:28]([CH3:37])[NH:27][C:26]=2[CH3:25])=[CH:9][CH:10]=1 |f:0.1|. Procedure: from O-(2,6-dichlorobenzyl)-L-tyrosine methyl ester hydrochloride and 2,5-dimethyl-4-acetyl-pyrrole-3-carboxylic acid. Freeze drying afforded the title compound as a white amorphous solid (203 mg). δH (DMSO-d6) 11.2 (1H, s), 8.83 (1H, d, J 8.0 Hz), 7.56 (2H, app.d. J 8.0 Hz), 7.45 (1H, app.t, J 8.0 Hz), 7.21 (2H, d, J 8.5 Hz), 6.95 (2H, d, J 8.5 Hz), 5.17 (2H, s), 4.61-4.52 (1H, m), 3.11 (1H, dd, J 13.8, 4.3 Hz), 2.86 (1H, dd, J 13.8, 10.4 Hz), 2.31 (3H, s), 2.08 (3H, s), 2.07 (3H, s); m/z (ESI,... Starting materials: CC(C)(C)[Si](C)(C)Oc1ccc(S(N)(=O)=O)cc1, ClCCCl, ClCCl, O=C(O)c1ccc(Cl)cc1Cl. Product: CC(C)(C)[Si](C)(C)Oc1ccc(S(=O)(=O)NC(=O)c2ccc(Cl)cc2Cl)cc1. Reaction SMILES: [C:12]([CH3:13])([CH3:14])([CH3:15])[Si:16]([O:17][c:18]1[cH:19][cH:20][c:21]([S:24](=[O:25])(=[O:26])[NH2:27])[cH:22][cH:23]1)([CH3:28])[CH3:29].[CH2:30]([Cl:31])[CH2:32][Cl:33].[Cl:34][CH2:35][Cl:36].[OH:1][C:2](=[O:3])[c:4]1[cH:5][cH:6][c:7]([Cl:8])[cH:9][c:10]1[Cl:11]>>[C:2](=[O:3])([c:4]1[cH:5][cH:6][c:7]([Cl:8])[cH:9][c:10]1[Cl:11])[NH:27][S:24]([c:21]1[cH:20][cH:19][c:18]([O:17][Si:16]([C:12]([CH3:13])([CH3:14])[CH3:15])([CH3:28])[CH3:29])[cH:23][cH:22]1)(=[O:25])=[O:26]. The reactants are BrC=1C=C(C=CC1)NC1=C(C=C(C#N)C=C1)[N+](=O)[O-] (4-(3-Bromo-phenylamino)-3-nitro-benzonitrile), FeCl3, C (charcoal), O.NN (hydrazine hydrate). Solvent: CO (methanol). Reaction conditions: temperature 80 celsius. Yields the product NC=1C=C(C#N)C=CC1NC1=CC(=CC=C1)Br (3-Amino-4-(3-bromo-phenylamino)-benzonitrile). As a reaction SMILES: [Br:1][C:2]1[CH:3]=[C:4]([NH:8][C:9]2[CH:16]=[CH:15][C:12]([C:13]#[N:14])=[CH:11][C:10]=2[N+:17]([O-])=O)[CH:5]=[CH:6][CH:7]=1.C.O.NN>CO>[NH2:17][C:10]1[CH:11]=[C:12]([CH:15]=[CH:16][C:9]=1[NH:8][C:4]1[CH:5]=[CH:6][CH:7]=[C:2]([Br:1])[CH:3]=1)[C:13]#[N:14] |f:2.3|. Reported procedure: To a solution of compound C (1 g, 3.14 mmol) in methanol (10 mL) was added anhydrous FeCl3 (100 mg, 0.65 mmol) and charcoal (100 mg). The mixture was stirred at 60° C. and at that temperature hydrazine hydrate (10 mL) was added slowly where after the temperature was raised to 80° C. for 1.5 h. The reaction mixture was cooled to RT, filtered through a small pad of celite and washed with methanol. The organic layer was concentrated and washed with water, to give light brown solid D (200 mg, 22%). The reactants are O (water), C[Mg]Br (methyl magnesium bromide), CCOCC (ether), CC1C(=NNC(S1)=O)C=1C=C2C(C(NC2=CC1)=O)=O (5-(3,6-dihydro-6-methyl-2-oxo-2H-1,3,4-thiadiazin-5-yl)-1H-indole-2,3 dione). The solvent is C1CCOC1 (THF). Reaction conditions: time 8 hour. Product: CC1C(=NNC(S1)=O)C=1C=C2C(C(NC2=CC1)=O)(C)O (1,3-Dihydro-5-(3,6-dihydro-6-methyl-2-oxo-2H-1,3,4-thiadiazin-5-yl)-3-hydroxy-3-methyl-2H-indol-2-one). Yield: 28.0%. Reaction SMILES: [CH3:1][CH:2]1[S:7][C:6](=[O:8])[NH:5][N:4]=[C:3]1[C:9]1[CH:10]=[C:11]2[C:15](=[CH:16][CH:17]=1)[NH:14][C:13](=[O:18])[C:12]2=[O:19].[CH3:20][Mg]Br.CCOCC.O>C1COCC1>[CH3:1][CH:2]1[S:7][C:6](=[O:8])[NH:5][N:4]=[C:3]1[C:9]1[CH:10]=[C:11]2[C:15](=[CH:16][CH:17]=1)[NH:14][C:13](=[O:18])[C:12]2([OH:19])[CH3:20]. Procedure: 1 g (3,6 mmol) 5-(3,6-dihydro-6-methyl-2-oxo-2H-1,3,4-thiadiazin-5-yl)-1H-indole-2,3 dione (Example 12) were dissolved under argon in 25 ml dry THF in a flame dried flask. 12 ml 3M methyl magnesium bromide in ether (10 eq) were added dropwise at 0°-5° C. The mixture was stirred overnight. 50 ml water were added, and extracted with ethyl acetate. The organic layers were washed with water and dried over magnesium sulfate. Purification by chromatography on silica (eluent:methylene chloride/ethyl ac... Starting materials: [H-].[Na+] (sodium hydride), resultant solution, N1N=CN=C1 (1,2,4-triazol), BrC(C(C#CC)(O)C1=C(C=C(C=C1)Cl)Cl)C (5-bromo-4-(2,4-dichlorophenyl)-4-hydroxy-hex-2-yne). Solvent: CS(=O)C (DMSO), [Cl-].[Na+].O (brine). Product: ClC1=C(C=CC(=C1)Cl)C(C#CC)(C(C)N1N=CN=C1)O (4-(2,4-dichlorophenyl)-4-hydroxy-5-(1,2,4-triazol-1-yl)-hex-2-yne). Isolated yield 87.8%. RXN SMILES: [H-].[Na+].[NH:3]1[CH:7]=[N:6][CH:5]=[N:4]1.Br[CH:9]([CH3:23])[C:10]([C:15]1[CH:20]=[CH:19][C:18]([Cl:21])=[CH:17][C:16]=1[Cl:22])([OH:14])[C:11]#[C:12][CH3:13]>CS(C)=O.[Cl-].[Na+].O>[Cl:22][C:16]1[CH:17]=[C:18]([Cl:21])[CH:19]=[CH:20][C:15]=1[C:10]([OH:14])([CH:9]([N:3]1[CH:7]=[N:6][CH:5]=[N:4]1)[CH3:23])[C:11]#[C:12][CH3:13] |f:0.1,5.6.7|. Procedure: A suspension of sodium hydride (2.54 g) in dry dimethylsulphonyl (200 ml) was stirred at room temperature under argon and 1,2,4-triazol 21.9 g) was added in portions over 10 minutes, followed by further stirring for 10 minutes. A solution of 5-bromo-4-(2,4-dichlorophenyl)-4-hydroxy-hex-2-yne (17 g) in dry DMSO (50 ml) was added over 15 minutes. The resultant solution was heated at 100° C. for about 100 hours. Concentrated brine solution (200 ml) was added and the mixture extracted with ethyl ace... Starting materials: C1=C(C=CC=2CCCCC12)OC1=CC(=C(C=C1C)[N+](=O)[O-])C (4-(5,6,7,8-tetrahydro-2-naphthoxy)-2,5-dimethylnitrobenzene), O.O.[Sn](Cl)Cl (tin(II) chloride dihydrate), Cl (hydrochloric acid). Solvent: CO (methanol). The product is C1=C(C=CC=2CCCCC12)OC1=CC(=C(N)C=C1C)C (4-(5,6,7,8-Tetrahydro-2-naphthoxy)-2,5-dimethylaniline). Yield: 99.5%. Reaction SMILES: [CH:1]1[C:10]2[CH2:9][CH2:8][CH2:7][CH2:6][C:5]=2[CH:4]=[CH:3][C:2]=1[O:11][C:12]1[C:17]([CH3:18])=[CH:16][C:15]([N+:19]([O-])=O)=[C:14]([CH3:22])[CH:13]=1.O.O.[Sn](Cl)Cl.Cl>CO>[CH:1]1[C:10]2[CH2:9][CH2:8][CH2:7][CH2:6][C:5]=2[CH:4]=[CH:3][C:2]=1[O:11][C:12]1[C:17]([CH3:18])=[CH:16][C:15]([NH2:19])=[C:14]([CH3:22])[CH:13]=1 |f:1.2.3|. Reported procedure: A solution of 15.00 g (46.9 mmol) of 4-(5,6,7,8-tetrahydro-2-naphthoxy)-2,5-dimethylnitrobenzene in 60 ml of methanol is admixed first of all with 31.8 g (140.7 mmol) of tin(II) chloride dihydrate at room temperature and then slowly, with ice cooling, with 60 ml of concentrated hydrochloric acid. The reaction mixture is refluxed for 2 h, cooled to room temperature, concentrated and admixed with water and the residue is isolated by filtration and dried under reduced pressure (15.3 g, 86% purity, ... Reactants: C(=O)(O)[O-].[Na+] (NaHCO3), ClCC(C)=O (Chloroacetone), CC(C)(C)C1=NC(=NC(=C1O)C(C)(C)C)NC(=S)N (N-[4,6-bis(1,1-dimethylethyl)-5-hydroxy-2-pyrimidinyl]thiourea), O (water). Solvent: C(C)O (ethanol). The product is CC(C)(C)C1=NC(=NC(=C1O)C(C)(C)C)NC=1SC=C(N1)C (4,6-bis(1,1-dimethylethyl)-2-[(4-methyl-2-thiazolyl)amino]-5-pyrimidinol). Yield: 45.0%. RXN SMILES: Cl[CH2:2][C:3](=O)[CH3:4].[CH3:6][C:7]([C:10]1[C:15]([OH:16])=[C:14]([C:17]([CH3:20])([CH3:19])[CH3:18])[N:13]=[C:12]([NH:21][C:22]([NH2:24])=[S:23])[N:11]=1)([CH3:9])[CH3:8].O.C([O-])(O)=O.[Na+]>C(O)C>[CH3:9][C:7]([C:10]1[C:15]([OH:16])=[C:14]([C:17]([CH3:18])([CH3:20])[CH3:19])[N:13]=[C:12]([NH:21][C:22]2[S:23][CH:2]=[C:3]([CH3:4])[N:24]=2)[N:11]=1)([CH3:6])[CH3:8] |f:3.4|. Procedure details: Chloroacetone (0.17 g, 1.9 mmol) is added to a solution of N-[4,6-bis(1,1-dimethylethyl)-5-hydroxy-2-pyrimidinyl]thiourea in 25 mL of ethanol. The reaction mixture is warmed to reflux for 18 hours. The solution is poured into 100 mL of water and the pH is adjusted to 4 with saturated NaHCO3. The resulting precipitate is collected by filtration. Recrystallization from hexane gives 0.26 g (45%) of 4,6-bis(1,1-dimethylethyl)-2-[(4-methyl-2-thiazolyl)amino]-5-pyrimidinol; mp 171°-173° C. Starting materials: IC (Iodomethane), CS(=O)C (Dimethylsulphoxide), C([O-])([O-])=O.[K+].[K+] (potassium carbonate), C1(=CC=CC=C1)C=1NC2=CC=CC=C2C1C(C)=O (1-(2-phenyl-1H-indol-3-yl)-1-ethanone). Run in O (Water). Conditions: time 40 minute. The product is CN1C(=C(C2=CC=CC=C12)C(C)=O)C1=CC=CC=C1 (1 -(1-Methyl-2-phenyl-1H-indol-3-yl)-1-ethanone). The yield is 85.0%. RXN SMILES: CS(C)=O.[C:5](=O)([O-])[O-].[K+].[K+].[C:11]1([C:17]2[NH:18][C:19]3[C:24]([C:25]=2[C:26](=[O:28])[CH3:27])=[CH:23][CH:22]=[CH:21][CH:20]=3)[CH:16]=[CH:15][CH:14]=[CH:13][CH:12]=1.IC>O>[CH3:5][N:18]1[C:19]2[C:24](=[CH:23][CH:22]=[CH:21][CH:20]=2)[C:25]([C:26](=[O:28])[CH3:27])=[C:17]1[C:11]1[CH:12]=[CH:13][CH:14]=[CH:15][CH:16]=1 |f:1.2.3|. Reported procedure: Dimethylsulphoxide (12 ml) and potassium carbonate (3.31 g) were stirred for 10 min. and then 1-(2-phenyl-1H-indol-3-yl)-1-ethanone (1.41 g) was added and stirring was continued for a further 40 min. Iodomethane (0.75 ml) was added and the mixture was stirred for 2.75 h. Water (30 ml) was added and the mixture was extracted with ether (3×40 ml). The combined organic extracts were washed with water (4×40 ml), dried, and evaporated to leave an oil which was crystallised from cyclohexane to give th... Reactants: ClC1=NC(=NC(=C1C#N)N1CCC(CC1)C1=CC=C(C=C1)F)SC (4-chloro-6-[4-(4-fluoro-phenyl)-piperidin-1-yl]-2-methylsulfanyl-pyrimidine-5-carbonitrile), FC(C[O-])(F)F (2,2,2-trifluoroethanolate), O1CCCC1 (tetrahydrofurane). Yields the product FC1=CC=C(C=C1)C1CCN(CC1)C1=NC(=NC(=C1C#N)OCC(F)(F)F)SC (4-[4-(4-Fluoro-phenyl)-piperidin-1-yl]-2-methylsulfanyl-6-(2,2,2-trifluoro-ethoxy)-pyrimidine-5-carbonitrile), C(C)N(C(C)C)C(C)C (N-ethyl-diisopropylamine). RXN SMILES: Cl[C:2]1[C:7]([C:8]#[N:9])=[C:6]([N:10]2[CH2:15][CH2:14][CH:13]([C:16]3[CH:21]=[CH:20][C:19]([F:22])=[CH:18][CH:17]=3)[CH2:12][CH2:11]2)[N:5]=[C:4]([S:23][CH3:24])[N:3]=1.[F:25][C:26]([F:30])([F:29])[CH2:27][O-:28].O1[CH2:35][CH2:34][CH2:33]C1>>[F:22][C:19]1[CH:20]=[CH:21][C:16]([CH:13]2[CH2:14][CH2:15][N:10]([C:6]3[C:7]([C:8]#[N:9])=[C:2]([O:28][CH2:27][C:26]([F:30])([F:29])[F:25])[N:3]=[C:4]([S:23][CH3:24])[N:5]=3)[CH2:11][CH2:12]2)=[CH:17][CH:18]=1.[CH2:15]([N:10]([CH:11]([CH3:12])[CH3:26])[CH:34]([CH3:35])[CH3:33])[CH3:14]. Procedure: In analogy to the procedure described in example 59b, 4-chloro-6-[4-(4-fluoro-phenyl)-piperidin-1-yl]-2-methylsulfanyl-pyrimidine-5-carbonitrile (example 57a) was treated with 2,2,2-trifluoroethanolate in tetrahydrofurane at room temperature during 18 hours to yield the 4-phenyl-piperidine in the presence of N-ethyl-diisopropylamine at room temperature during 18 hours to yield 4-[4-(4-fluoro-phenyl)-piperidin-1-yl]-2-methylsulfanyl-6-(2,2,2-trifluoro-ethoxy)-pyrimidine-5-carbonitrile as an amorp...